Dataset: the Open Reaction Database (ORD), a public repository of structured organic reaction records. Task: describe an organic reaction: reactants, conditions, products, and yield Starting materials: C#CCN(C)C(=O)c1ccccc1Nc1nc(Cl)ncc1Cl, CN1C(=O)CCCc2cc(N)ccc21. Product: C#CCN(C)C(=O)c1ccccc1Nc1nc(Nc2ccc3c(c2)CCCC(=O)N3C)ncc1Cl. Reaction SMILES: [Cl:15][c:16]1[n:17][cH:18][c:19]([Cl:36])[c:20]([NH:22][c:23]2[c:24]([C:25](=[O:26])[N:27]([CH2:28][C:29]#[CH:30])[CH3:31])[cH:32][cH:33][cH:34][cH:35]2)[n:21]1.[NH2:1][c:2]1[cH:3][cH:4][c:5]2[c:6]([cH:14]1)[CH2:7][CH2:8][CH2:9][C:10](=[O:13])[N:11]2[CH3:12]>>[NH:1]([c:2]1[cH:3][cH:4][c:5]2[c:6]([cH:14]1)[CH2:7][CH2:8][CH2:9][C:10](=[O:13])[N:11]2[CH3:12])[c:16]1[n:17][cH:18][c:19]([Cl:36])[c:20]([NH:22][c:23]2[c:24]([C:25](=[O:26])[N:27]([CH2:28][C:29]#[CH:30])[CH3:31])[cH:32][cH:33][cH:34][cH:35]2)[n:21]1.